From a dataset of the Open Reaction Database (ORD), a public repository of structured organic reaction records. describe an organic reaction: reactants, conditions, products, and yield Starting materials: C(CCC)N1C(C(=C(C1)C1=CC=CC=C1)O)=O (1-n-butyl-3-hydroxy-4-phenyl-3-pyrrolin-2-one), C(C)N(CCCl)CC (β-diethylaminoethyl chloride). Yields the product C(CCC)N1C(C(=C(C1)C1=CC=CC=C1)OCCN(CC)CC)=O (1-n-butyl-3-(β-diethylaminoethoxy)-4-phenyl-3-pyrrolin-2-one). As a reaction SMILES: [CH2:1]([N:5]1[CH2:9][C:8]([C:10]2[CH:15]=[CH:14][CH:13]=[CH:12][CH:11]=2)=[C:7]([OH:16])[C:6]1=[O:17])[CH2:2][CH2:3][CH3:4].[CH2:18]([N:20]([CH2:24][CH3:25])[CH2:21][CH2:22]Cl)[CH3:19]>>[CH2:1]([N:5]1[CH2:9][C:8]([C:10]2[CH:15]=[CH:14][CH:13]=[CH:12][CH:11]=2)=[C:7]([O:16][CH2:19][CH2:18][N:20]([CH2:24][CH3:25])[CH2:21][CH3:22])[C:6]1=[O:17])[CH2:2][CH2:3][CH3:4]. Procedure: 23.1 g. 1-n-butyl-3-hydroxy-4-phenyl-3-pyrrolin-2-one is reacted with 20.3 g. β-diethylaminoethyl chloride in a manner analogous to that described in Example 1. The 1-n-butyl-3-(β-diethylaminoethoxy)-4-phenyl-3-pyrrolin-2-one obtained in the form of the free base is reacted in diethyl ether with oxalic acid to give the crystalline oxalate. The yield is 24.2 g. (58% of theory); m.p. 120°-121° C.; after recrystallization from methyl ethyl ketone. Starting materials: CCOC(=O)c1ccc([N+](=O)[O-])cn1, ClCCl. Yields the product O=Cc1ccc([N+](=O)[O-])cn1. RXN SMILES: [CH2:1]([O:3][C:4](=[O:2])[c:6]1[n:7][cH:8][c:9]([N+:12](=[O:13])[O-:14])[cH:10][cH:11]1)[CH3:5].[Cl:15][CH2:16][Cl:17]>>[O:3]=[CH:4][c:6]1[n:7][cH:8][c:9]([N+:12](=[O:13])[O-:14])[cH:10][cH:11]1. Reactants: Cc1nocc1C(=O)O, CCN=C=NCCCN(C)C, ClCCl, NC1CCCc2ccccc21, CN(C)C=O, On1nnc2ccccc21. Yields the product Cc1nocc1C(=O)NC1CCCc2ccccc21. RXN SMILES: [CH3:1][c:2]1[n:3][o:4][cH:5][c:6]1[C:7](=[O:8])[OH:9].[CH3:20][CH2:21][N:22]=[C:23]=[N:24][CH2:25][CH2:26][CH2:27][N:28]([CH3:29])[CH3:30].[Cl:42][CH2:43][Cl:44].[NH2:31][CH:32]1[CH2:33][CH2:34][CH2:35][c:36]2[cH:37][cH:38][cH:39][cH:40][c:41]21.[O:45]=[CH:46][N:47]([CH3:48])[CH3:49].[OH:10][n:11]1[c:12]2[c:13]([cH:14][cH:15][cH:16][cH:17]2)[n:18][n:19]1>>[CH3:1][c:2]1[n:3][o:4][cH:5][c:6]1[C:7](=[O:9])[NH:31][CH:32]1[CH2:33][CH2:34][CH2:35][c:36]2[cH:37][cH:38][cH:39][cH:40][c:41]21.